This data is from the Open Reaction Database (ORD), a public repository of structured organic reaction records. The task is: describe an organic reaction: reactants, conditions, products, and yield Reactants: CCOC(=O)CCCCn1c(C(=O)OCC)c(-c2ccccc2)c2cc(OCc3ccccc3)ccc21, CCO, Cc1ccccc1. As a reaction SMILES: [CH2:1]([CH3:2])[O:3][C:4]([CH2:5][CH2:6][CH2:7][CH2:8][n:9]1[c:10]([C:32]([O:34][CH2:33][CH3:35])=[O:36])[c:11](-[c:26]2[cH:27][cH:28][cH:29][cH:30][cH:31]2)[c:12]2[cH:13][c:14]([O:18][CH2:19][c:20]3[cH:21][cH:22][cH:23][cH:24][cH:25]3)[cH:15][cH:16][c:17]12)=[O:37].[CH3:38][CH2:39][OH:40].[CH3:41][c:42]1[cH:43][cH:44][cH:45][cH:46][cH:47]1>>[CH2:1]([CH3:2])[O:3][C:4]([CH:5]1[CH2:6][CH2:7][CH2:8][n:9]2[c:10]([c:11](-[c:26]3[cH:27][cH:28][cH:29][cH:30][cH:31]3)[c:12]3[cH:13][c:14]([O:18][CH2:19][c:20]4[cH:21][cH:22][cH:23][cH:24][cH:25]4)[cH:15][cH:16][c:17]23)[C:32]1=[O:34])=[O:37]. Yields the product CCOC(=O)C1CCCn2c(c(-c3ccccc3)c3cc(OCc4ccccc4)ccc32)C1=O. The reactants are [BH4-], SCCCS, COc1cc(CC(=O)NCCOCc2ccc(C)c(C)c2)ccc1OCCN=[N+]=[N-], CCN, CC(C)O, [Na+], O=C(O)CC(O)(CC(=O)O)C(=O)O. Yields the product COc1cc(CC(=O)NCCOCc2ccc(C)c(C)c2)ccc1OCCN. Reaction SMILES: [BH4-:39].[CH2:34]([SH:35])[CH2:36][CH2:37][SH:38].[CH3:1][c:2]1[cH:3][c:4]([CH2:5][O:6][CH2:7][CH2:8][NH:9][C:10]([CH2:11][c:12]2[cH:13][c:14]([O:24][CH3:25])[c:15]([O:18][CH2:19][CH2:20][N:21]=[N+:22]=[N-:23])[cH:16][cH:17]2)=[O:26])[cH:27][cH:28][c:29]1[CH3:30].[CH3:31][CH2:32][NH2:33].[CH:41]([OH:42])([CH3:43])[CH3:44].[Na+:40].[OH:45][C:46]([CH2:47][C:48]([C:49](=[O:50])[OH:51])([CH2:52][C:53](=[O:54])[OH:55])[OH:56])=[O:57]>>[CH3:1][c:2]1[cH:3][c:4]([CH2:5][O:6][CH2:7][CH2:8][NH:9][C:10]([CH2:11][c:12]2[cH:13][c:14]([O:24][CH3:25])[c:15]([O:18][CH2:19][CH2:20][NH2:21])[cH:16][cH:17]2)=[O:26])[cH:27][cH:28][c:29]1[CH3:30]. The reactants are CC1=NOC(=C1)CCCCCCCOC(CC(=O)C)=O (7-(3-methylisoxazol-5-yl)heptylacetoacetate), COC(\C=C(\C)/N)=O (methyl-β-aminocrotonate), [N+](=O)([O-])C=1C=C(C=O)C=CC1 (m-nitrobenzaldehyde). Solvent: C(C)(C)O (isopropanol). The product is CC1=NOC(=C1)CCCCCCCOC(=O)C1=C(NC(=C(C1C1=CC(=CC=C1)[N+](=O)[O-])C(=O)OC)C)C (3-[7-(3-methylisoxazol-5-yl)heptyloxycarbonyl]-5-methoxycarbonyl-2,6-dimethyl-4-(3-nitrophenyl)-1,4-dihydropyridine). Isolated yield 60.0%. RXN SMILES: [CH3:1][C:2]1[CH:6]=[C:5]([CH2:7][CH2:8][CH2:9][CH2:10][CH2:11][CH2:12][CH2:13][O:14][C:15](=[O:20])[CH2:16][C:17]([CH3:19])=O)[O:4][N:3]=1.[CH3:21][O:22][C:23](=[O:28])/[CH:24]=[C:25](\[NH2:27])/[CH3:26].[N+:29]([C:32]1[CH:33]=[C:34]([CH:37]=[CH:38][CH:39]=1)[CH:35]=O)([O-:31])=[O:30]>C(O)(C)C>[CH3:1][C:2]1[CH:6]=[C:5]([CH2:7][CH2:8][CH2:9][CH2:10][CH2:11][CH2:12][CH2:13][O:14][C:15]([C:16]2[CH:35]([C:34]3[CH:37]=[CH:38][CH:39]=[C:32]([N+:29]([O-:31])=[O:30])[CH:33]=3)[C:24]([C:23]([O:22][CH3:21])=[O:28])=[C:25]([CH3:26])[NH:27][C:17]=2[CH3:19])=[O:20])[O:4][N:3]=1. Procedure details: 7-(3-methylisoxazol-5-yl)heptylacetoacetate (1.967 g, 0.007 l mol) was added to a solution of methyl-β-aminocrotonate (0.805 g, 0.007 mol) and m-nitrobenzaldehyde (1.057 g, 0.007 mol) in isopropanol (35 mL). The reaction mixture was heated under reflux for 12 h and then concentrated under reduced pressure. The residual oil was purified by elution from a silica gel column using dichloromethane-hexane (9:1, v/v) as eluant to give 3-[7-(3-methylisoxazol-5-yl)heptyloxycarbonyl]-5-methoxycarbonyl-2,6...